Dataset: the Open Reaction Database (ORD), a public repository of structured organic reaction records. Task: describe an organic reaction: reactants, conditions, products, and yield The reactants are [Al+3], Cc1ccc(O)c(NC(=O)CCN2CCN(C(c3ccccc3)c3ccccc3)CC2)c1, [H-], [H-], [H-], [H-], [Li+], [Na+], C1CCOC1, [OH-], O. Reaction SMILES: [Al+3:2].[CH:7]([c:8]1[cH:9][cH:10][cH:11][cH:12][cH:13]1)([c:14]1[cH:15][cH:16][cH:17][cH:18][cH:19]1)[N:20]1[CH2:21][CH2:22][N:23]([CH2:26][CH2:27][C:28](=[O:29])[NH:30][c:31]2[c:32]([OH:38])[cH:33][cH:34][c:35]([CH3:37])[cH:36]2)[CH2:24][CH2:25]1.[H-:1].[H-:4].[H-:5].[H-:6].[Li+:3].[Na+:41].[O:42]1[CH2:43][CH2:44][CH2:45][CH2:46]1.[OH-:40].[OH2:39]>>[CH:7]([c:8]1[cH:9][cH:10][cH:11][cH:12][cH:13]1)([c:14]1[cH:15][cH:16][cH:17][cH:18][cH:19]1)[N:20]1[CH2:21][CH2:22][N:23]([CH2:26][CH2:27][CH2:28][NH:30][c:31]2[c:32]([OH:38])[cH:33][cH:34][c:35]([CH3:37])[cH:36]2)[CH2:24][CH2:25]1. Yields the product Cc1ccc(O)c(NCCCN2CCN(C(c3ccccc3)c3ccccc3)CC2)c1. The reactants are C(=O)=O (CO2), C(CC(O)(C(=O)O)CC(=O)[O-])(=O)[O-].[NH4+].[NH4+] (diammonium citrate), C(=O)([O-])[O-].C(=O)([O-])[O-].C(=O)([O-])[O-].[NH4+].[NH4+].[NH4+].[OH-].[Zr+4] (ammonium zirconyl carbonate), [Zr] (zirconium). Run at temperature 140 fahrenheit. Product: C(CC(O)(C(=O)[O-])CC(=O)[O-])(=O)[O-].[Zr+2].[NH4+] (ammonium zirconium citrate). RXN SMILES: [C:1]([O-:13])(=[O:12])[CH2:2][C:3]([CH2:8][C:9]([O-:11])=[O:10])([C:5]([OH:7])=[O:6])[OH:4].[NH4+:14].[NH4+].C([O-])([O-])=O.C([O-])([O-])=O.C([O-])([O-])=O.[NH4+].[NH4+].[NH4+].[OH-].[Zr+4:32].[Zr].C(=O)=O>>[C:1]([O-:13])(=[O:12])[CH2:2][C:3]([CH2:8][C:9]([O-:11])=[O:10])([C:5]([O-:7])=[O:6])[OH:4].[Zr+2:32].[NH4+:14] |f:0.1.2,3.4.5.6.7.8.9.10,13.14.15|. Procedure: A 1 liter sample of an aqueous concentrate was prepared by adding 110.8 grams of anhydrous diammonium citrate to 600 grams of a commercially available aqueous ammonium zirconyl carbonate solution comprising 10% by weight of zirconium, measured as ZrO2. The aqueous mix was heated to 140°F with continuous stirring. Heating and agitation was continued until the evolution of CO2 had ceased. An ammonium zirconium citrate concentrated solution was formed having a zirconium concentration of 60 grams/li... The product is CC(C)N1CCN(CC1)CC1=NN=C(O1)C1=C2C=NN(C2=CC(=C1)C=1C=C(C(=NC1)OC)NS(=O)(=O)C)S(=O)(=O)C1=CC=CC=C1 (N-[5-[4-(5-{[4-(1-Methylethyl)-1-piperazinyl]methyl}-1,3,4-oxadiazol-2-yl)-1-(phenylsulfonyl)-1H-indazol-6-yl]-2-(methyloxy)-3-pyridinyl]methanesulfonamide). Procedure details: To a solution of 6-bromo-4-(5-{[4-(1-methylethyl)-1-piperazinyl]methyl}-1,3,4-oxadiazol-2-yl)-1-(phenylsulfonyl)-1H-indazole (100 mg, 0.183 mmol) in 1,4-dioxane (2.5 ml) and water (0.250 ml) was added N-[2-(methyloxy)-5-(4,4,5,5-tetramethyl-1,3,2-dioxaborolan-2-yl)-3-pyridinyl]methanesulfonamide (78 mg, 0.238 mmol), 1,1′-bis(diphenylphosphino)ferrocene palladium dichloride (26.8 mg, 0.037 mmol) and potassium phosphate tribasic (117 mg, 0.550 mmol). The mixture was heated under microwave irradiat... Reagents/catalysts: [Pd](Cl)Cl.C1(=CC=CC=C1)P([C-]1C=CC=C1)C1=CC=CC=C1.[C-]1(C=CC=C1)P(C1=CC=CC=C1)C1=CC=CC=C1.[Fe+2] (1,1′-bis(diphenylphosphino)ferrocene palladium dichloride). Reaction SMILES: Br[C:2]1[CH:10]=[C:9]2[C:5]([CH:6]=[N:7][N:8]2[S:11]([C:14]2[CH:19]=[CH:18][CH:17]=[CH:16][CH:15]=2)(=[O:13])=[O:12])=[C:4]([C:20]2[O:21][C:22]([CH2:25][N:26]3[CH2:31][CH2:30][N:29]([CH:32]([CH3:34])[CH3:33])[CH2:28][CH2:27]3)=[N:23][N:24]=2)[CH:3]=1.[CH3:35][O:36][C:37]1[C:42]([NH:43][S:44]([CH3:47])(=[O:46])=[O:45])=[CH:41][C:40](B2OC(C)(C)C(C)(C)O2)=[CH:39][N:38]=1.[O-]P([O-])([O-])=O.[K+].[K+].[K+]>O1CCOCC1.O.[Pd](Cl)Cl.C1(P(C2C=CC=CC=2)[C-]2C=CC=C2)C=CC=CC=1.[C-]1(P(C2C=CC=CC=2)C2C=CC=CC=2)C=CC=C1.[Fe+2]>[CH3:33][CH:32]([N:29]1[CH2:30][CH2:31][N:26]([CH2:25][C:22]2[O:21][C:20]([C:4]3[CH:3]=[C:2]([C:40]4[CH:41]=[C:42]([NH:43][S:44]([CH3:47])(=[O:45])=[O:46])[C:37]([O:36][CH3:35])=[N:38][CH:39]=4)[CH:10]=[C:9]4[C:5]=3[CH:6]=[N:7][N:8]4[S:11]([C:14]3[CH:19]=[CH:18][CH:17]=[CH:16][CH:15]=3)(=[O:13])=[O:12])=[N:24][N:23]=2)[CH2:27][CH2:28]1)[CH3:34] |f:2.3.4.5,8.9.10.11|. Isolated yield 100.0%. The reactants are BrC1=CC(=C2C=NN(C2=C1)S(=O)(=O)C1=CC=CC=C1)C=1OC(=NN1)CN1CCN(CC1)C(C)C (6-bromo-4-(5-{[4-(1-methylethyl)-1-piperazinyl]methyl}-1,3,4-oxadiazol-2-yl)-1-(phenylsulfonyl)-1H-indazole), COC1=NC=C(C=C1NS(=O)(=O)C)B1OC(C(O1)(C)C)(C)C (N-[2-(methyloxy)-5-(4,4,5,5-tetramethyl-1,3,2-dioxaborolan-2-yl)-3-pyridinyl]methanesulfonamide), [O-]P(=O)([O-])[O-].[K+].[K+].[K+] (potassium phosphate tribasic). Run in O1CCOCC1 (1,4-dioxane), O (water). Run at temperature 60 celsius. Starting materials: CC(C)(C)OC(=O)N1CCC(COc2ccn(-c3ccc(S(C)(=O)=O)cc3)c(=O)c2)CC1, CC(C)(C)OC(=O)N1CCC(Oc2ccn(-c3ccc(S(C)(=O)=O)cc3)c(=O)c2)CC1. Product: CC(C)OC(=O)N1CCC(COc2ccn(-c3ccc(S(C)(=O)=O)cc3)c(=O)c2)CC1. RXN SMILES: [CH3:1][S:2](=[O:3])(=[O:4])[c:5]1[cH:6][cH:7][c:8](-[n:11]2[c:12](=[O:32])[cH:13][c:14]([O:17][CH2:18][CH:19]3[CH2:20][CH2:21][N:22]([C:25](=[O:26])[O:27][C:28]([CH3:29])([CH3:30])[CH3:31])[CH2:23][CH2:24]3)[cH:15][cH:16]2)[cH:9][cH:10]1.[CH3:33][S:34]([c:35]1[cH:36][cH:37][c:38](-[n:39]2[cH:40][cH:41][c:42]([O:43][CH:44]3[CH2:45][CH2:46][N:47]([C:48]([O:49][C:50]([CH3:51])([CH3:52])[CH3:53])=[O:54])[CH2:55][CH2:56]3)[cH:57][c:58]2=[O:59])[cH:60][cH:61]1)(=[O:62])=[O:63]>>[CH3:1][S:2](=[O:3])(=[O:4])[c:5]1[cH:6][cH:7][c:8](-[n:11]2[c:12](=[O:32])[cH:13][c:14]([O:17][CH2:18][CH:19]3[CH2:20][CH2:21][N:22]([C:25](=[O:26])[O:27][CH:28]([CH3:29])[CH3:30])[CH2:23][CH2:24]3)[cH:15][cH:16]2)[cH:9][cH:10]1. Starting materials: O=C(CC(=O)OC)CCC (methyl 3-ketohexanoate), RuCl2(R)-binap. The solvent is CO (methanol). Reaction conditions: temperature 30 celsius, time 66 hour. Product: O[C@H](CC(=O)OC)CCC (methyl (S)-3-hydroxyhexanoate). Yield: 77.0%. As a reaction SMILES: [O:1]=[C:2]([CH2:8][CH2:9][CH3:10])[CH2:3][C:4]([O:6][CH3:7])=[O:5]>CO>[OH:1][C@@H:2]([CH2:8][CH2:9][CH3:10])[CH2:3][C:4]([O:6][CH3:7])=[O:5]. Reported procedure: To a solution of 2.88 g (20 mmol) of methyl 3-ketohexanoate in 10 ml methanol, 36 mg (0.004 mmol) RuCl2(R)-binap was added and stirred in an autoclave under a hydrogen pressure of 100 atm at 30° C. for 66 hours. After concentration and distillation, 2.24 g (15.4 mmol, 99% ee) of methyl (S)-3-hydroxyhexanoate was obtained. The condition of chiral HPLC is the following. Column, CHIRALPAK OD-H manufactured by Daicel Chemical Industries, Ltd.; Eluate, Hexane:2-propanol=90:10; flow rate, 1.0 mL/min; ... The product is C(C)(C)C1=C(C(=NN1)O[C@H]1[C@H](OC(C)=O)[C@@H](OC(C)=O)[C@H](OC(C)=O)[C@H](O1)COC(C)=O)CC1=C(C=CC=C1)OCC1=CC=CC=C1 (5-isopropyl-4-(2-benzyloxybenzyl)-3-(2,3,4,6-tetra-O-acetyl-β-D-glucopyranosyloxy)-1H-pyrazole). The solvent is C(C)#N (acetonitrile). The reagents and catalysts are C([O-])([O-])=O.[Ag+2] (silver carbonate). The reactants are C(C1=CC=CC=C1)OC1=C(CC=2C(NNC2C(C)C)=O)C=CC=C1 (4-(2-benzyloxybenzyl)-5-isopropyl-1,2-dihydropyrazol-3-one), CC(=O)OC[C@@H]1[C@H]([C@@H]([C@H]([C@H](O1)Br)OC(=O)C)OC(=O)C)OC(=O)C (acetobromo-α-D-glucose). As a reaction SMILES: [CH2:1]([O:8][C:9]1[CH:24]=[CH:23][CH:22]=[CH:21][C:10]=1[CH2:11][C:12]1[C:13](=[O:20])[NH:14][NH:15][C:16]=1[CH:17]([CH3:19])[CH3:18])[C:2]1[CH:7]=[CH:6][CH:5]=[CH:4][CH:3]=1.[CH3:25][C:26]([O:28][CH2:29][C@H:30]1[O:35][C@H:34](Br)[C@H:33]([O:37][C:38]([CH3:40])=[O:39])[C@@H:32]([O:41][C:42]([CH3:44])=[O:43])[C@@H:31]1[O:45][C:46]([CH3:48])=[O:47])=[O:27]>C(#N)C.C(=O)([O-])[O-].[Ag+2]>[CH:17]([C:16]1[NH:15][N:14]=[C:13]([O:20][C@@H:34]2[O:35][C@H:30]([CH2:29][O:28][C:26](=[O:27])[CH3:25])[C@@H:31]([O:45][C:46](=[O:47])[CH3:48])[C@H:32]([O:41][C:42](=[O:43])[CH3:44])[C@H:33]2[O:37][C:38](=[O:39])[CH3:40])[C:12]=1[CH2:11][C:10]1[CH:21]=[CH:22][CH:23]=[CH:24][C:9]=1[O:8][CH2:1][C:2]1[CH:3]=[CH:4][CH:5]=[CH:6][CH:7]=1)([CH3:19])[CH3:18] |f:3.4|. Procedure details: To a suspension of 4-(2-benzyloxybenzyl)-5-isopropyl-1,2-dihydropyrazol-3-one (114 mg) and acetobromo-α-D-glucose (173 mg) in acetonitrile (2 mL) was added silver carbonate (127 mg), and the mixture was stirred under shading the light at room temperature for 3 days. The reaction mixture was purified by column chromatography on aminopropyl silica gel (eluent: ethyl acetate/hexane=1/1) to give 5-isopropyl-4-(2-benzyloxybenzyl)-3-(2,3,4,6-tetra-O-acetyl-β-D-glucopyranosyloxy)-1H-pyrazole. To a solu...